From a dataset of the Open Reaction Database (ORD), a public repository of structured organic reaction records. describe an organic reaction: reactants, conditions, products, and yield The reactants are C(C)(=O)Cl (acetyl chloride), C(C)(=O)N1CCC2=C(C(C1)OC1=CC=C(C=C1)F)C=C(C(=C2)OC)OC (3-acetyl-7,8-dimethoxy-1-(4-fluorophenoxy)-2,3,4,5-tetrahydro-3-benzazepine), [H-].[Al+3].[Li+].[H-].[H-].[H-] (lithium aluminum hydride), C(\C=C/C(=O)O)(=O)O.COC1=CC2=C(C(CNCC2)OC2=CC=C(C=C2)F)C=C1OC (7,8-dimethoxy-1-(4-fluorophenoxy)-2,3,4,5-tetrahydro-3-benzazepine maleate), C([O-])(O)=O.[Na+] (sodium bicarbonate). Run in ClCCl (dichloromethane), O1CCCC1 (tetrahydrofuran), CCOCC (ether), ClCCl (dichloromethane). Reaction conditions: time 3 hour. Yields the product C(C(=O)O)(=O)O.COC1=CC2=C(C(CN(CC2)CC)OC2=CC=C(C=C2)F)C=C1OC (7,8-dimethoxy-3-ethyl-1-(4-fluorophenoxy)-2,3,4,5-tetrahydro-3-benzazepine oxalate). Isolated yield 49.1%. Reaction SMILES: C(O)(=O)/C=C\[C:4]([OH:6])=[O:5].COC1C(OC)=CC2C(OC3C=CC(F)=CC=3)CNCCC=2C=1.[C:32](=[O:35])([OH:34])[O-].[Na+].C(Cl)(=O)C.[C:41]([N:44]1[CH2:50][CH:49]([O:51][C:52]2[CH:57]=[CH:56][C:55]([F:58])=[CH:54][CH:53]=2)[C:48]2[CH:59]=[C:60]([O:65][CH3:66])[C:61]([O:63][CH3:64])=[CH:62][C:47]=2[CH2:46][CH2:45]1)(=O)[CH3:42].[H-].[Al+3].[Li+].[H-].[H-].[H-]>ClCCl.O1CCCC1.CCOCC>[C:4]([OH:6])(=[O:5])[C:32]([OH:34])=[O:35].[CH3:64][O:63][C:61]1[C:60]([O:65][CH3:66])=[CH:59][C:48]2[CH:49]([O:51][C:52]3[CH:57]=[CH:56][C:55]([F:58])=[CH:54][CH:53]=3)[CH2:50][N:44]([CH2:41][CH3:42])[CH2:45][CH2:46][C:47]=2[CH:62]=1 |f:0.1,2.3,6.7.8.9.10.11,15.16|. Reported procedure: To a solution of 7,8-dimethoxy-1-(4-fluorophenoxy)-2,3,4,5-tetrahydro-3-benzazepine of Example 42, (4.3 g, 13.5 mmole) in 100 ml dichloromethane containing sodium bicarbonate (2.3 g, 27 mmole) was slowly added a solution of acetyl chloride (1.2 g, 15.6 mmole) in 25 ml dichloromethane. After stirring three hours at ambient temperature the reaction mixture was evaporated, stirred with water and extracted with ethyl acetate-ether. The organic extract was washed with diluted HCl, water, saturated Na... Starting materials: N(=[N+]=[N-])CCOCCOCCP(OCC)(OCC)=O (Diethyl 2-(2-(2-azidoethoxy)ethoxy)ethylphosphonate), [H][H] (Hydrogen). Reagents/catalysts: [OH-].[OH-].[Pd+2] (Pd(OH)2). Solvent: CCO (EtOH). Reaction conditions: time 2 hour. Product: NCCOCCOCCP(OCC)(OCC)=O (diethyl 2-(2-(2-aminoethoxy)ethoxy)ethylphosphonate). RXN SMILES: [N:1]([CH2:4][CH2:5][O:6][CH2:7][CH2:8][O:9][CH2:10][CH2:11][P:12](=[O:19])([O:16][CH2:17][CH3:18])[O:13][CH2:14][CH3:15])=[N+]=[N-].[H][H]>CCO.[OH-].[OH-].[Pd+2]>[NH2:1][CH2:4][CH2:5][O:6][CH2:7][CH2:8][O:9][CH2:10][CH2:11][P:12](=[O:19])([O:13][CH2:14][CH3:15])[O:16][CH2:17][CH3:18] |f:3.4.5|. Reported procedure: Diethyl 2-(2-(2-azidoethoxy)ethoxy)ethylphosphonate (1 eq) was dissolved in EtOH (0.1 M). Pd(OH)2 (0.05 eq) was added to the reaction. Hydrogen gas was introduced via a balloon; and the reaction was stirred for 2 hours at room temperature. The mixture was filtered through Celite and washed with MeOH. The solvent was removed en vacuo and the crude material was purified by flash chromatography on a COMBIFLASH™ system using 0-10% MeOH/DCM with 0.5% NH3 to give diethyl 2-(2-(2-aminoethoxy)ethoxy)eth...